Dataset: the Open Reaction Database (ORD), a public repository of structured organic reaction records. Task: describe an organic reaction: reactants, conditions, products, and yield Reactants: [OH-].[Na+] (sodium hydroxide), C([O-])([O-])=O.[K+].[K+] (potassium carbonate), C(C1=CC=CC=C1)Br (benzyl bromide), C(C)(C)(C)OC(=O)N1CCC2(CC1)CNC(C1=CC=CC(=C12)C)=O (1′-(tert-Butoxycarbonyl)-2,3-dihydro-5-methylspiro[isoquinoline-4(1H),4′-piperidin]-1-one). The reagents and catalysts are S(=O)(=O)(O)[O-].C(CCC)[N+](CCCC)(CCCC)CCCC (tetrabutylammonium hydrogensulfate). The solvent is O (water), C1(=CC=CC=C1)C (toluene). Conditions: temperature 70 celsius, time 3 hour. Product: C(C1=CC=CC=C1)N1C(C2=CC=CC(=C2C2(CCN(CC2)C(=O)OC(C)(C)C)C1)C)=O (2-Benzyl-1′-(tert-butoxycarbonyl)-2,3-dihydro-5-methylspiro[isoquinoline-4(1H),4′-piperidin]-1-one). Isolated yield 84.0%. As a reaction SMILES: [C:1]([O:5][C:6]([N:8]1[CH2:13][CH2:12][C:11]2([C:22]3[C:17](=[CH:18][CH:19]=[CH:20][C:21]=3[CH3:23])[C:16](=[O:24])[NH:15][CH2:14]2)[CH2:10][CH2:9]1)=[O:7])([CH3:4])([CH3:3])[CH3:2].[OH-].[Na+].C(=O)([O-])[O-].[K+].[K+].[CH2:33](Br)[C:34]1[CH:39]=[CH:38][CH:37]=[CH:36][CH:35]=1>C1(C)C=CC=CC=1.S([O-])(O)(=O)=O.C([N+](CCCC)(CCCC)CCCC)CCC.O>[CH2:33]([N:15]1[CH2:14][C:11]2([CH2:10][CH2:9][N:8]([C:6]([O:5][C:1]([CH3:4])([CH3:3])[CH3:2])=[O:7])[CH2:13][CH2:12]2)[C:22]2[C:17](=[CH:18][CH:19]=[CH:20][C:21]=2[CH3:23])[C:16]1=[O:24])[C:34]1[CH:39]=[CH:38][CH:37]=[CH:36][CH:35]=1 |f:1.2,3.4.5,8.9|. Procedure details: 1′-(tert-Butoxycarbonyl)-2,3-dihydro-5-methylspiro[isoquinoline-4(1H),4′-piperidin]-1-one (80.7 mg) was dissolved in toluene (1.6 ml), added with sodium hydroxide (powder, 34.2 mg), potassium carbonate (67.4 mg), tetrabutylammonium hydrogensulfate (8.3 mg) and benzyl bromide (44 μl) and stirred at 70° C. for 3 hours. The reaction mixture was added with water (2 ml) and extracted twice with dichloromethane (2 ml). The organic layer was dried over anhydrous magnesium sulfate, and then the solvent ...